This data is from the Open Reaction Database (ORD), a public repository of structured organic reaction records. The task is: describe an organic reaction: reactants, conditions, products, and yield Reactants: N#CNC(=NCCSCc1csc(NC(=N)N)n1)Oc1ccccc1, CCOC(C)=O, CO, CN(CCCCCCN)CCC(c1ccc(Cl)cc1)c1ccccn1. The product is CN(CCCCCCNC(=NCCSCc1csc(NC(=N)N)n1)NC#N)CCC(c1ccc(Cl)cc1)c1ccccn1. RXN SMILES: [C:26](#[N:27])[NH:28][C:29]([O:30][c:31]1[cH:32][cH:33][cH:34][cH:35][cH:36]1)=[N:37][CH2:38][CH2:39][S:40][CH2:41][c:42]1[n:43][c:44]([NH:47][C:48](=[NH:49])[NH2:50])[s:45][cH:46]1.[C:53]([O:54][CH2:55][CH3:56])(=[O:57])[CH3:58].[CH3:51][OH:52].[Cl:1][c:2]1[cH:3][cH:4][c:5]([CH:8]([CH2:9][CH2:10][N:11]([CH2:12][CH2:13][CH2:14][CH2:15][CH2:16][CH2:17][NH2:18])[CH3:19])[c:20]2[n:21][cH:22][cH:23][cH:24][cH:25]2)[cH:6][cH:7]1>>[Cl:1][c:2]1[cH:3][cH:4][c:5]([CH:8]([CH2:9][CH2:10][N:11]([CH2:12][CH2:13][CH2:14][CH2:15][CH2:16][CH2:17][NH:18][C:29]([NH:28][C:26]#[N:27])=[N:37][CH2:38][CH2:39][S:40][CH2:41][c:42]2[n:43][c:44]([NH:47][C:48](=[NH:49])[NH2:50])[s:45][cH:46]2)[CH3:19])[c:20]2[n:21][cH:22][cH:23][cH:24][cH:25]2)[cH:6][cH:7]1. The reactants are C1CCNCC1, C=O, CCO, Oc1ccc(Cl)cc1. Product: Oc1ccc(Cl)cc1CN1CCCCC1. RXN SMILES: [CH2:11]1[CH2:12][CH2:13][NH:14][CH2:15][CH2:16]1.[CH2:9]=[O:10].[CH3:17][CH2:18][OH:19].[OH:1][c:2]1[cH:3][cH:4][c:5]([Cl:6])[cH:7][cH:8]1>>[OH:1][c:2]1[c:3]([CH2:9][N:14]2[CH2:13][CH2:12][CH2:11][CH2:16][CH2:15]2)[cH:4][c:5]([Cl:6])[cH:7][cH:8]1. Reactants: Cn1nc(C(C)(C)C)cc1N, C1CCOC1, O=C(Cl)Oc1ccccc1, [K+], [K+], O=C([O-])[O-]. The product is Cn1nc(C(C)(C)C)cc1NC(=O)Oc1ccccc1. Reaction SMILES: [C:1]([CH3:2])([CH3:3])([CH3:4])[c:5]1[n:6][n:7]([CH3:11])[c:8]([NH2:10])[cH:9]1.[CH2:28]1[O:29][CH2:30][CH2:31][CH2:32]1.[Cl:18][C:19](=[O:20])[O:21][c:22]1[cH:23][cH:24][cH:25][cH:26][cH:27]1.[K+:12].[K+:13].[O-:14][C:15]([O-:16])=[O:17]>>[C:1]([CH3:2])([CH3:3])([CH3:4])[c:5]1[n:6][n:7]([CH3:11])[c:8]([NH:10][C:19](=[O:20])[O:21][c:22]2[cH:23][cH:24][cH:25][cH:26][cH:27]2)[cH:9]1. Reactants: ClC1=NC=CC(=C1)OC=1C=C(C(=O)OC)C=CC1 (Methyl 3-(2-chloropyridin-4-yloxy)benzoate), CC=1N=C(SC1)N (4-methylthiazol-2-amine), P(=O)([O-])([O-])[O-].[K+].[K+].[K+] (potassium phosphate), O (water). The reagents and catalysts are C=1C=CC(=CC1)/C=C/C(=O)/C=C/C2=CC=CC=C2.C=1C=CC(=CC1)/C=C/C(=O)/C=C/C2=CC=CC=C2.C=1C=CC(=CC1)/C=C/C(=O)/C=C/C2=CC=CC=C2.[Pd].[Pd] (tris(dibenzylideneacetone)dipalladium), CC1(C2=CC=CC(=C2OC=2C(=CC=CC12)P(C1=CC=CC=C1)C1=CC=CC=C1)P(C1=CC=CC=C1)C1=CC=CC=C1)C (9,9-dimethyl-4,5-bis(diphenylphosphino)xanthene). The solvent is C1(=CC=CC=C1)C (toluene). Yields the product CC=1N=C(SC1)NC1=NC=CC(=C1)OC=1C=C(C(=O)OC)C=CC1 (methyl 3-(2-(4-methylthiazol-2-ylamino)pyridin-4-yloxy)benzoate). The yield is 73.9%. Reaction SMILES: Cl[C:2]1[CH:7]=[C:6]([O:8][C:9]2[CH:10]=[C:11]([CH:16]=[CH:17][CH:18]=2)[C:12]([O:14][CH3:15])=[O:13])[CH:5]=[CH:4][N:3]=1.[CH3:19][C:20]1[N:21]=[C:22]([NH2:25])[S:23][CH:24]=1.P([O-])([O-])([O-])=O.[K+].[K+].[K+].O>C1(C)C=CC=CC=1.C1C=CC(/C=C/C(/C=C/C2C=CC=CC=2)=O)=CC=1.C1C=CC(/C=C/C(/C=C/C2C=CC=CC=2)=O)=CC=1.C1C=CC(/C=C/C(/C=C/C2C=CC=CC=2)=O)=CC=1.[Pd].[Pd].CC1(C)C2C=CC=C(P(C3C=CC=CC=3)C3C=CC=CC=3)C=2OC2C1=CC=CC=2P(C1C=CC=CC=1)C1C=CC=CC=1>[CH3:19][C:20]1[N:21]=[C:22]([NH:25][C:2]2[CH:7]=[C:6]([O:8][C:9]3[CH:10]=[C:11]([CH:16]=[CH:17][CH:18]=3)[C:12]([O:14][CH3:15])=[O:13])[CH:5]=[CH:4][N:3]=2)[S:23][CH:24]=1 |f:2.3.4.5,8.9.10.11.12|. Procedure details: Methyl 3-(2-chloropyridin-4-yloxy)benzoate (3.05 g, 11.6 mmol), 4-methylthiazol-2-amine (26.3 mL, 10.5 mmol), potassium phosphate (2.45 g, 11.6 mmol), tris(dibenzylideneacetone)dipalladium (0) (0.241 g, 0.263 mmol) and 9,9-dimethyl-4,5-bis(diphenylphosphino)xanthene (0.167 g, 0.289 mmol) were reacted in toluene (26 mL) and water (8 mL) according to Example 17, Step B to afford methyl 3-(2-(4-methylthiazol-2-ylamino)pyridin-4-yloxy)benzoate (2.65 g, 68.7% yield) as yellow solid. 1H NMR (CDCl3) δ ... The reactants are C(C)(=O)O[C@H](C(NCCCNC([C@@H](NC(OCC1=CC=CC=C1)=O)CC(C)C)=O)C(=O)OCC)[C@H]1O[C@H]([C@@H]([C@@H]1OC(C)=O)OC(C)=O)N1C(NC(C=C1)=O)=O (ethyl (5S)-12-{(R)-(acetyloxy)[(2R,3R,4R,5R)-3,4-bis(acetyloxy)-5-(2,4-dioxo-3,4-dihydro-1(2H)-pyrimidinyl)tetrahydro-2-furanyl]methyl}-5-isobutyl-3,6-dioxo-1-phenyl-2-oxa-4,7,11-triazatridecan-13-oate). The reagents and catalysts are [Pd] (palladium on carbon). Procedure: Ethyl (5S)-12-{(R)-(acetyloxy)[(2R,3R,4R,5R)-3,4-bis(acetyloxy)-5-(2,4-dioxo-3,4-dihydro-1(2H)-pyrimidinyl)tetrahydro-2-furanyl]methyl}-5-isobutyl-3,6-dioxo-1-phenyl-2-oxa-4,7,11-triazatridecan-13-oate (97 mg, 0.125 mmole, obtained from Example 38) was hydrogenated using 10% palladium on carbon in methanol (2 ml) under atmospheric pressure. The catalyst was removed and the volatiles were removed in vacuo to provide ethyl (3R)-3-(acetyloxy)-2-[(3-{[(2S)-2-amino-4-methylpentanoyl]amino}propyl)amin... The product is C(C)(=O)O[C@H](C(C(=O)OCC)NCCCNC([C@H](CC(C)C)N)=O)[C@H]1O[C@H]([C@@H]([C@@H]1OC(C)=O)OC(C)=O)N1C(NC(C=C1)=O)=O (ethyl (3R)-3-(acetyloxy)-2-[(3-{[(2S)-2-amino-4-methylpentanoyl]amino}propyl)amino]-3-[(2R,3R,4R,5R)-3,4-bis(acetyloxy)-5-(2,4-dioxo-3,4-dihydro-1(2H)-pyrimidinyl)tetrahydro-2-furanyl]propanoate). Run in CO (methanol). Isolated yield 94.8%. As a reaction SMILES: [C:1]([O:4][C@@H:5]([C@@H:35]1[C@@H:39]([O:40][C:41](=[O:43])[CH3:42])[C@@H:38]([O:44][C:45](=[O:47])[CH3:46])[C@H:37]([N:48]2[CH:53]=[CH:52][C:51](=[O:54])[NH:50][C:49]2=[O:55])[O:36]1)[CH:6]([C:30]([O:32][CH2:33][CH3:34])=[O:31])[NH:7][CH2:8][CH2:9][CH2:10][NH:11][C:12](=[O:29])[C@H:13]([CH2:25][CH:26]([CH3:28])[CH3:27])[NH:14]C(=O)OCC1C=CC=CC=1)(=[O:3])[CH3:2]>[Pd].CO>[C:1]([O:4][C@@H:5]([C@@H:35]1[C@@H:39]([O:40][C:41](=[O:43])[CH3:42])[C@@H:38]([O:44][C:45](=[O:47])[CH3:46])[C@H:37]([N:48]2[CH:53]=[CH:52][C:51](=[O:54])[NH:50][C:49]2=[O:55])[O:36]1)[CH:6]([NH:7][CH2:8][CH2:9][CH2:10][NH:11][C:12](=[O:29])[C@@H:13]([NH2:14])[CH2:25][CH:26]([CH3:27])[CH3:28])[C:30]([O:32][CH2:33][CH3:34])=[O:31])(=[O:3])[CH3:2]. The reactants are Br, COc1ccc2c(N3CCNCC3)noc2c1. Product: Br, Oc1ccc2c(N3CCNCC3)noc2c1. RXN SMILES: [BrH:18].[CH3:1][O:2][c:3]1[cH:4][c:5]2[c:6]([c:7]([N:10]3[CH2:11][CH2:12][NH:13][CH2:14][CH2:15]3)[n:8][o:9]2)[cH:16][cH:17]1>>[BrH:18].[OH:2][c:3]1[cH:4][c:5]2[c:6]([c:7]([N:10]3[CH2:11][CH2:12][NH:13][CH2:14][CH2:15]3)[n:8][o:9]2)[cH:16][cH:17]1. The reactants are ClC1=CC=C(C=C1)C1(N=C(N(C1(C)C1=CC=C(C=C1)Cl)C(=O)Cl)C1=C(C=C(C=C1)C(C)(C)C#N)OCC)C (rac-(4S*,5R*)-4,5-bis-(4-chloro-phenyl)-2-[4-(cyano-dimethyl-methyl)-2-ethoxy-phenyl]-4,5-dimethyl-4,5-dihydro-imidazole-1-carbonyl chloride), Cl.Cl.N1(CCNCC1)CCNC(C)=O (N-(2-piperazin-1-yl-ethyl)-acetamide dihydrochloride). Product: ClC1=CC=C(C=C1)[C@@]1(N=C(N([C@]1(C)C1=CC=C(C=C1)Cl)C(=O)N1CCN(CC1)CCNC(C)=O)C1=C(C=C(C=C1)C(C)(C)C#N)OCC)C (N-[2-(4-{(4S,5R)-4,5-Bis-(4-chloro-phenyl)-2-[4-(cyano-dimethyl-methyl)-2-ethoxy-phenyl]-4,5-dimethyl-4,5-dihydro-imidazole-1-carbonyl}-piperazin-1-yl)-ethyl]-acetamide). Reaction SMILES: [Cl:1][C:2]1[CH:7]=[CH:6][C:5]([C:8]2([CH3:38])[C:12]([C:14]3[CH:19]=[CH:18][C:17]([Cl:20])=[CH:16][CH:15]=3)([CH3:13])[N:11]([C:21](Cl)=[O:22])[C:10]([C:24]3[CH:29]=[CH:28][C:27]([C:30]([C:33]#[N:34])([CH3:32])[CH3:31])=[CH:26][C:25]=3[O:35][CH2:36][CH3:37])=[N:9]2)=[CH:4][CH:3]=1.Cl.Cl.[N:41]1([CH2:47][CH2:48][NH:49][C:50](=[O:52])[CH3:51])[CH2:46][CH2:45][NH:44][CH2:43][CH2:42]1>>[Cl:1][C:2]1[CH:7]=[CH:6][C:5]([C@@:8]2([CH3:38])[C@:12]([C:14]3[CH:15]=[CH:16][C:17]([Cl:20])=[CH:18][CH:19]=3)([CH3:13])[N:11]([C:21]([N:44]3[CH2:45][CH2:46][N:41]([CH2:47][CH2:48][NH:49][C:50](=[O:52])[CH3:51])[CH2:42][CH2:43]3)=[O:22])[C:10]([C:24]3[CH:29]=[CH:28][C:27]([C:30]([C:33]#[N:34])([CH3:32])[CH3:31])=[CH:26][C:25]=3[O:35][CH2:36][CH3:37])=[N:9]2)=[CH:4][CH:3]=1 |f:1.2.3|. Procedure: In a manner analogous to the method described in example 5, rac-(4S*,5R*)-4,5-bis-(4-chloro-phenyl)-2-[4-(cyano-dimethyl-methyl)-2-ethoxy-phenyl]-4,5-dimethyl-4,5-dihydro-imidazole-1-carbonyl chloride was reacted with N-(2-piperazin-1-yl-ethyl)-acetamide dihydrochloride (prepared as described in Fotouhi, N. et al. WO 2005110996) to give the title compound as a racemic mixture. The enantiomers were then separated by supercritical fluid chromatography (Berger Instrument Multi-Gram II, Daicel Chira... Starting materials: CC(=O)SC1CC(COc2ccc(CNC(=O)OCc3ccc([N+](=O)[O-])cc3)cc2)N(C(=O)OCc2ccc([N+](=O)[O-])cc2)C1, Cl, [Na+], OCC1CCCO1, [OH-]. Yields the product O=C(NCc1ccc(OCC2CC(S)CN2C(=O)OCc2ccc([N+](=O)[O-])cc2)cc1)OCc1ccc([N+](=O)[O-])cc1. RXN SMILES: [C:1](=[O:2])([CH3:3])[S:4][CH:5]1[CH2:6][CH:7]([CH2:23][O:24][c:25]2[cH:26][cH:27][c:28]([CH2:31][NH:32][C:33](=[O:34])[O:35][CH2:36][c:37]3[cH:38][cH:39][c:40]([N+:43](=[O:44])[O-:45])[cH:41][cH:42]3)[cH:29][cH:30]2)[N:8]([C:10](=[O:11])[O:12][CH2:13][c:14]2[cH:15][cH:16][c:17]([N+:20](=[O:21])[O-:22])[cH:18][cH:19]2)[CH2:9]1.[ClH:48].[Na+:47].[O:49]1[CH2:50][CH2:51][CH2:52][CH:53]1[CH2:54][OH:55].[OH-:46]>>[SH:4][CH:5]1[CH2:6][CH:7]([CH2:23][O:24][c:25]2[cH:26][cH:27][c:28]([CH2:31][NH:32][C:33](=[O:34])[O:35][CH2:36][c:37]3[cH:38][cH:39][c:40]([N+:43](=[O:44])[O-:45])[cH:41][cH:42]3)[cH:29][cH:30]2)[N:8]([C:10](=[O:11])[O:12][CH2:13][c:14]2[cH:15][cH:16][c:17]([N+:20](=[O:21])[O-:22])[cH:18][cH:19]2)[CH2:9]1. Starting materials: ClC1=CC=C(C=C1)C(=O)C1=CC=2C(=CN=CC2)N1 ((4-Chlorophenyl)(1H-pyrrolo[2,3-c]pyridin-2-yl)methanone), C(C)(C)(C)OC(NCCON)=O (tert-butyl[2-(aminooxy)ethyl]carbamate). The product is ClC1=CC=C(C=C1)C(C1=CC=2C(=CN=CC2)N1)=NOCCNC(OC(C)(C)C)=O (tert-butyl 2-[[[(4-chlorophenyl)(1H-pyrrolo[2,3-c]pyridin-2-yl)methylene]amino]oxy]ethylcarbamate), oxime. Reaction SMILES: [Cl:1][C:2]1[CH:7]=[CH:6][C:5]([C:8]([C:10]2[NH:18][C:13]3=[CH:14][N:15]=[CH:16][CH:17]=[C:12]3[CH:11]=2)=O)=[CH:4][CH:3]=1.[C:19]([O:23][C:24](=[O:30])[NH:25][CH2:26][CH2:27][O:28][NH2:29])([CH3:22])([CH3:21])[CH3:20]>>[Cl:1][C:2]1[CH:7]=[CH:6][C:5]([C:8](=[N:29][O:28][CH2:27][CH2:26][NH:25][C:24](=[O:30])[O:23][C:19]([CH3:21])([CH3:20])[CH3:22])[C:10]2[NH:18][C:13]3=[CH:14][N:15]=[CH:16][CH:17]=[C:12]3[CH:11]=2)=[CH:4][CH:3]=1. Procedure details: tert-Butyl 2-[[[(4-chlorophenyl)(1H-pyrrolo[2,3-c]pyridin-2-yl)methylene]amino]oxy]ethylcarbamate was prepared from (4-chlorophenyl)(1H-pyrrolo[2,3-c]pyridin-2-yl)methanone (Example 103) and tert-butyl[2-(aminooxy)ethyl]carbamate following the procedure described for Example 104. Purification by Biotage chromatography (silica, 2 to 15% methanol in methylene chloride) provided tert-butyl 2-[[[(4-chlorophenyl)(1H-pyrrolo[2,3-c]pyridin-2-yl)methylene]amino]oxy]ethylcarbamate (geometry of the oxime ...